This data is from the Open Reaction Database (ORD), a public repository of structured organic reaction records. The task is: describe an organic reaction: reactants, conditions, products, and yield Reaction SMILES: [CH2:47]1[O:48][CH2:49][CH2:50][CH2:51]1.[OH:1][CH2:2][CH:3]1[CH2:4][N:5]([c:9]2[cH:10][c:11]([F:21])[c:12]([N:15]3[CH2:16][CH2:17][O:18][CH2:19][CH2:20]3)[cH:13][cH:14]2)[C:6](=[O:8])[O:7]1.[OH:22][c:23]1[n:24][o:25][cH:26][cH:27]1.[c:28]1([P:29]([c:30]2[cH:31][cH:32][cH:33][cH:34][cH:35]2)[c:36]2[cH:37][cH:38][cH:39][cH:40][cH:41]2)[cH:42][cH:43][cH:44][cH:45][cH:46]1>>[O:1]([CH2:2][CH:3]1[CH2:4][N:5]([c:9]2[cH:10][c:11]([F:21])[c:12]([N:15]3[CH2:16][CH2:17][O:18][CH2:19][CH2:20]3)[cH:13][cH:14]2)[C:6](=[O:8])[O:7]1)[c:23]1[n:24][o:25][cH:26][cH:27]1. Reactants: C1CCOC1, O=C1OC(CO)CN1c1ccc(N2CCOCC2)c(F)c1, Oc1ccon1, c1ccc(P(c2ccccc2)c2ccccc2)cc1. Product: O=C1OC(COc2ccon2)CN1c1ccc(N2CCOCC2)c(F)c1. The reactants are C(C(CO)(CO)N)O.C(C(CO)(CO)N)O.C(=C\C(=O)O)\C(=O)O (Tris-maleate), [Na+].[Cl-] (NaCl), O=C[C@H](O)[C@@H](O)[C@H](O)[C@H](O)CO (glucose), N[C@@H](CO)C(=O)O (L-serine), OC(=O)CCCC[C@@H]1SC[C@@H]2NC(=O)N[C@H]12 (biotin), OP(=O)([O-])[O-].[K+].[K+] (K2HPO4), CC1=C(SC=[N+]1CC=2C=NC(=NC2N)C)CCO.Cl.[Cl-] (thiamine hydrochloride), [O-]S(=O)(=O)[O-].[Mg+2] (MgSO4), OP(=O)(O)[O-].[K+] (KH2PO4), CN(C(=N)N[N+](=O)[O-])N=O (N-methyl-N'-nitro-N-nitrosoguanidine), O=C[C@H](O)[C@@H](O)[C@H](O)[C@H](O)CO (glucose), [Cl-].[Cl-].[Ca+2] (CaCl2), FeSO4, resultant suspension, (NH4)2SO4. Reagents/catalysts: [O-]S(=O)(=O)[O-].[Mn+2] (MnSO4). Run at time 30 minute. Yields the product C(CC[C@@H](C(=O)O)NC(=O)C1=CC=C(NCC2=CN=C3N=C(N)NC(=O)C3=N2)C=C1)(=O)O (Folic acid). As a reaction SMILES: C(O)[C:2]([NH2:7])([CH2:5][OH:6])[CH2:3]O.C(O)[C:10]([NH2:15])([CH2:13]O)[CH2:11][OH:12].[CH:17](/[C:22]([OH:24])=O)=[CH:18]/[C:19](O)=O.C[N:26](N=O)[C:27]([NH:29][N+]([O-])=O)=[NH:28].[O:35]=C[C@@H]([C@H]([C@@H]([C@@H](CO)O)O)O)O.OP([O-])(O)=O.[K+].OP([O-])([O-])=O.[K+].[K+].[O-]S([O-])(=O)=O.[Mg+2].[Na+].[Cl-].[Cl-].[Cl-].[Ca+2].[OH:71][C:72]([CH2:74]CCC[C@H]1[C@@H]2[C@@H](NC(N2)=O)CS1)=[O:73].C[C:88]1[N+:92]([CH2:93][C:94]2[CH:95]=[N:96]C(C)=NC=2N)=CS[C:89]=1[CH2:102]CO.Cl.[Cl-].N[C@H](C(O)=O)CO>[O-]S([O-])(=O)=O.[Mn+2]>[C:72]([OH:73])(=[O:71])[CH2:74][CH2:13][C@H:10]([NH:15][C:22]([C:17]1[CH:18]=[CH:19][C:88]([NH:92][CH2:93][C:94]2[N:7]=[C:2]3[C:3]([N:28]=[C:27]([NH:29][C:5]3=[O:6])[NH2:26])=[N:96][CH:95]=2)=[CH:89][CH:102]=1)=[O:24])[C:11]([OH:12])=[O:35] |f:0.1.2,5.6,7.8.9,10.11,12.13,14.15.16,18.19.20,22.23|. Procedure: The strain KY 7985, NRRL 11189 is obtained in the following manner. Microbial cells of the parent strain, i.e. Norcardia butanica ATCC 21197, are suspended at a concentration of about 108 cells per ml, in 0.1 M-Tris-maleate buffer solution (pH 6.0). To the suspension is added 0.5 mg/ml of N-methyl-N'-nitro-N-nitrosoguanidine and the mixture is allowed to stand at room temperature for 30 minutes. Then the resultant suspension is smeared on an agar plate of a nutrient medium comprising 0.5 g/dl gl... Reactants: O=C([O-])[O-], CCOC(C)=O, ClCC1CO1, [Cs+], [Cs+], FC(F)(F)c1ccc(-c2n[nH]cc2-c2cnccn2)cc1, CN(C)C=O. The product is FC(F)(F)c1ccc(-c2nn(CC3CO3)cc2-c2cnccn2)cc1. RXN SMILES: [C:27](=[O:28])([O-:29])[O-:30].[CH3:38][CH2:39][O:40][C:41]([CH3:42])=[O:43].[Cl:22][CH2:23][CH:24]1[CH2:25][O:26]1.[Cs+:31].[Cs+:32].[F:1][C:2]([c:3]1[cH:4][cH:5][c:6](-[c:9]2[n:10][nH:11][cH:12][c:13]2-[c:14]2[n:15][cH:16][cH:17][n:18][cH:19]2)[cH:7][cH:8]1)([F:20])[F:21].[O:33]=[CH:34][N:35]([CH3:36])[CH3:37]>>[F:1][C:2]([c:3]1[cH:4][cH:5][c:6](-[c:9]2[n:10][n:11]([CH2:23][CH:24]3[CH2:25][O:26]3)[cH:12][c:13]2-[c:14]2[n:15][cH:16][cH:17][n:18][cH:19]2)[cH:7][cH:8]1)([F:20])[F:21]. Starting materials: O1CCSC=C1C(C(=O)O)=NOC (2-(2,3-Dihydro-1,4-oxathiin-6-yl)-2-methoxyiminoacetic acid), NC1[C@@H]2N(C(=C(CS2)CSC=2SC=NN2)C(=O)O)C1=O (7-amino-3-(1,3,4-thiadiazol-2-yl)thiomethyl-3-cephem-4-carboxylic acid). Product: O1CCSC=C1C(C(=O)NC1[C@@H]2N(C(=C(CS2)CSC=2SC=NN2)C(=O)O)C1=O)=NOC (7-[2-(2,3-Dihydro-1,4-oxathiin-6-yl)-2-methoxyiminoacetamido]-3-(1,3,4-thiadiazol-2-yl)thiomethyl-3-cephem-4-carboxylic acid). As a reaction SMILES: [O:1]1[C:6]([C:7](=[N:11][O:12][CH3:13])[C:8]([OH:10])=O)=[CH:5][S:4][CH2:3][CH2:2]1.[NH2:14][CH:15]1[C:32](=[O:33])[N:17]2[C:18]([C:29]([OH:31])=[O:30])=[C:19]([CH2:22][S:23][C:24]3[S:25][CH:26]=[N:27][N:28]=3)[CH2:20][S:21][C@H:16]12>>[O:1]1[C:6]([C:7](=[N:11][O:12][CH3:13])[C:8]([NH:14][CH:15]2[C:32](=[O:33])[N:17]3[C:18]([C:29]([OH:31])=[O:30])=[C:19]([CH2:22][S:23][C:24]4[S:25][CH:26]=[N:27][N:28]=4)[CH2:20][S:21][C@H:16]23)=[O:10])=[CH:5][S:4][CH2:3][CH2:2]1. Reported procedure: 2-(2,3-Dihydro-1,4-oxathiin-6-yl)-2-methoxyiminoacetic acid (syn isomer, 1 g.) was allowed to react with 7-amino-3-(1,3,4-thiadiazol-2-yl)thiomethyl-3-cephem-4-carboxylic acid (1.8 g.) in a similar manner to that of Example 1 to give the captioned compound (2.3 g.), pale yellow powder, mp. 160° to 165° C. (dec.).